This data is from the Open Reaction Database (ORD), a public repository of structured organic reaction records. The task is: describe an organic reaction: reactants, conditions, products, and yield Starting materials: ClCCl, O=C(O)C(F)(F)F, CC(C)(C)OC(=O)N1CCC(Oc2ccc3[nH]ncc3c2)CC1. The product is c1cc2[nH]ncc2cc1OC1CCNCC1. Reaction SMILES: [CH2:31]([Cl:32])[Cl:33].[OH:1][C:2]([C:3]([F:4])([F:5])[F:6])=[O:7].[nH:8]1[n:9][cH:10][c:11]2[cH:12][c:13]([O:17][CH:18]3[CH2:19][CH2:20][N:21]([C:24]([O:25][C:26]([CH3:27])([CH3:28])[CH3:29])=[O:30])[CH2:22][CH2:23]3)[cH:14][cH:15][c:16]12>>[nH:8]1[n:9][cH:10][c:11]2[cH:12][c:13]([O:17][CH:18]3[CH2:19][CH2:20][NH:21][CH2:22][CH2:23]3)[cH:14][cH:15][c:16]12. Starting materials: FC(C=1C=C(CN(C2=NC=C(C=N2)C=2C=NN(C2)C)[C@@H]2CN([C@@H](C2)CC)C2=NC(=NC=C2Cl)Cl)C=C(C1)C(F)(F)F)(F)F (3,5-bis(trifluoromethyl)benzyl-[(3S,5R)-1-(2,5-dichloro-pyrimidin-4-yl)-5-ethyl-pyrrolidin-3-yl]-[5-(1-methyl-1H-pyrazol-4-yl)-pyrimidin-2-yl]-amine), N1CCC(C(=O)OCC)CC1 (ethyl isonipecotate), C(C)(C)N(CC)C(C)C (diisopropyl-ethylamine), N1CCC(C(=O)OCC)CC1 (ethyl isonipecotate), C(C)(C)N(CC)C(C)C (diisopropyl-ethylamine). Solvent: C(C)(CC)O (sec-butanol), ClCCl (dichloromethane). Run at temperature 120 celsius, time 10 hour. Yields the product C(C)OC(=O)C1CCN(CC1)C1=NC=C(C(=N1)N1[C@@H](C[C@@H](C1)N(C1=NC=C(C=N1)C=1C=NN(C1)C)CC1=CC(=CC(=C1)C(F)(F)F)C(F)(F)F)CC)Cl (1-[5-chloro-4-((2R,4S)-4-{[3,5-bis(trifluoromethyl)-benzyl]-[5-(1-methyl-1H-pyrazol-4-yl)-pyrimidin-2-yl]-amino}-2-ethyl-pyrrolidin-1-yl)-pyrimidin-2-yl]-piperidine-4-carboxylic acid ethyl ester). As a reaction SMILES: [F:1][C:2]([F:43])([F:42])[C:3]1[CH:4]=[C:5]([CH:35]=[C:36]([C:38]([F:41])([F:40])[F:39])[CH:37]=1)[CH2:6][N:7]([C@H:20]1[CH2:24][C@@H:23]([CH2:25][CH3:26])[N:22]([C:27]2[C:32]([Cl:33])=[CH:31][N:30]=[C:29](Cl)[N:28]=2)[CH2:21]1)[C:8]1[N:13]=[CH:12][C:11]([C:14]2[CH:15]=[N:16][N:17]([CH3:19])[CH:18]=2)=[CH:10][N:9]=1.[NH:44]1[CH2:54][CH2:53][CH:47]([C:48]([O:50][CH2:51][CH3:52])=[O:49])[CH2:46][CH2:45]1.C(N(C(C)C)CC)(C)C>C(O)(CC)C.ClCCl>[CH2:51]([O:50][C:48]([CH:47]1[CH2:53][CH2:54][N:44]([C:29]2[N:28]=[C:27]([N:22]3[CH2:21][C@@H:20]([N:7]([CH2:6][C:5]4[CH:4]=[C:3]([C:2]([F:42])([F:43])[F:1])[CH:37]=[C:36]([C:38]([F:41])([F:40])[F:39])[CH:35]=4)[C:8]4[N:9]=[CH:10][C:11]([C:14]5[CH:15]=[N:16][N:17]([CH3:19])[CH:18]=5)=[CH:12][N:13]=4)[CH2:24][C@H:23]3[CH2:25][CH3:26])[C:32]([Cl:33])=[CH:31][N:30]=2)[CH2:45][CH2:46]1)=[O:49])[CH3:52]. Reported procedure: A mixture of 3,5-bis(trifluoromethyl)benzyl-[(3S,5R)-1-(2,5-dichloro-pyrimidin-4-yl)-5-ethyl-pyrrolidin-3-yl]-[5-(1-methyl-1H-pyrazol-4-yl)-pyrimidin-2-yl]-amine (50.6 mg, 0.0784 mmol), ethyl isonipecotate (31 μL, 0.196 mmol) and diisopropyl-ethylamine (21 μL, 0.118 mmol) in sec-butanol (2 mL) is stirred at 120° C. for 10 hour. After addition of ethyl isonipecotate (12 μL, 0.0784 mmol) and diisopropyl-ethylamine (27 μL, 0.157 mmol), the mixture is stirred for additional 8 hours. The mixture is d... The reactants are ClS(=O)(=O)C=1C=C(C(=O)NC=2SC3=C(C2C(=O)NC2=CC=C(C=C2)CCC2=CC=C(C(=O)OC)C=C2)CCCC3)C=CC1 (methyl 4-[2-(4-{[(2-{[3-(chlorosulfonyl)benzoyl]amino}-4,5,6,7-tetrahydro-1-benzothiophen-3-yl)carbonyl]amino}phenyl)ethyl]benzoate), C1(CC1)NC1CCC(CC1)C(=O)OCC (ethyl 4-(cyclopropylamino)cyclohexane carboxylate). Run in ClCCl (dichloromethane). Run at time 8 hour. The product is C1(CC1)N(S(=O)(=O)C=1C=C(C(=O)NC=2SC3=C(C2C(=O)NC2=CC=C(C=C2)CCC2=CC=C(C(=O)OC)C=C2)CCCC3)C=CC1)C1CCC(CC1)C(=O)OCC (methyl 4-(2-{4-[({2-[(3-{cyclopropyl[4-(ethoxycarbonyl)cyclohexyl]sulfamoyl}benzoyl)amino]-4,5,6,7-tetrahydro-1-benzothiophen-3-yl}carbonyl)amino]phenyl}ethyl)benzoate). Yield: 82.1%. Reaction SMILES: Cl[S:2]([C:5]1[CH:6]=[C:7]([CH:41]=[CH:42][CH:43]=1)[C:8]([NH:10][C:11]1[S:12][C:13]2[CH2:40][CH2:39][CH2:38][CH2:37][C:14]=2[C:15]=1[C:16]([NH:18][C:19]1[CH:24]=[CH:23][C:22]([CH2:25][CH2:26][C:27]2[CH:36]=[CH:35][C:30]([C:31]([O:33][CH3:34])=[O:32])=[CH:29][CH:28]=2)=[CH:21][CH:20]=1)=[O:17])=[O:9])(=[O:4])=[O:3].[CH:44]1([NH:47][CH:48]2[CH2:53][CH2:52][CH:51]([C:54]([O:56][CH2:57][CH3:58])=[O:55])[CH2:50][CH2:49]2)[CH2:46][CH2:45]1>ClCCl>[CH:44]1([N:47]([CH:48]2[CH2:53][CH2:52][CH:51]([C:54]([O:56][CH2:57][CH3:58])=[O:55])[CH2:50][CH2:49]2)[S:2]([C:5]2[CH:6]=[C:7]([CH:41]=[CH:42][CH:43]=2)[C:8]([NH:10][C:11]2[S:12][C:13]3[CH2:40][CH2:39][CH2:38][CH2:37][C:14]=3[C:15]=2[C:16]([NH:18][C:19]2[CH:24]=[CH:23][C:22]([CH2:25][CH2:26][C:27]3[CH:36]=[CH:35][C:30]([C:31]([O:33][CH3:34])=[O:32])=[CH:29][CH:28]=3)=[CH:21][CH:20]=2)=[O:17])=[O:9])(=[O:4])=[O:3])[CH2:45][CH2:46]1. Procedure details: A mixture of 300 mg of methyl 4-[2-(4-{[(2-{[3-(chlorosulfonyl)benzoyl]amino}-4,5,6,7-tetrahydro-1-benzothiophen-3-yl)carbonyl]amino}phenyl)ethyl]benzoate, 298 mg of ethyl 4-(cyclopropylamino)cyclohexane carboxylate, and 3.0 mL of dichloromethane was stirred at room temperature overnight. The reaction mixture was concentrated under reduced pressure, and then the residue was purified by silica gel column chromatography (chloroform only) to obtain 314 mg of methyl 4-(2-{4-[({2-[(3-{cyclopropyl[4-(... The reactants are BrC=1C=CC=C2C(CN(CC12)C(=O)OC(C)(C)C)=O (tert-Butyl 8-bromo-4-oxo-3,4-dihydroisoquinoline-2(1H)-carboxylate), [BH4-].[Na+] (NaBH4). Solvent: C1CCOC1 (THF). Yields the product BrC=1C=CC=C2C(CN(CC12)C(=O)OC(C)(C)C)O (tert-Butyl 8-bromo-4-hydroxy-3,4-dihydroisoquinoline-2(1H)-carboxylate). RXN SMILES: [Br:1][C:2]1[CH:3]=[CH:4][CH:5]=[C:6]2[C:11]=1[CH2:10][N:9]([C:12]([O:14][C:15]([CH3:18])([CH3:17])[CH3:16])=[O:13])[CH2:8][C:7]2=[O:19].[BH4-].[Na+]>C1COCC1>[Br:1][C:2]1[CH:3]=[CH:4][CH:5]=[C:6]2[C:11]=1[CH2:10][N:9]([C:12]([O:14][C:15]([CH3:17])([CH3:16])[CH3:18])=[O:13])[CH2:8][CH:7]2[OH:19] |f:1.2|. Reported procedure: To a flask containing tert-butyl 8-bromo-4-oxo-3,4-dihydroisoquinoline-2(1H)-carboxylate (24-3) (644 mg, 1.974 mmol) was added anhydrous THF (5 ml), followed by NaBH4 (399 mg, 10.55 mmol). The reaction mixture was then capped (not under N2) & stirred at room temperature. Followed by LC/MS. After 10 minutes the reaction mixture was quenched with saturated NaHCO3, then suspended in EtOAc, washed with saturated NaHCO3, then H2O, then brine; organics dried over Na2SO4, filtered & concentrated. Purif... Starting materials: ClCCl, CC(C)(C)OC(=O)CNC(=O)c1c(O)c2c(n(Cc3cnc(-c4ccccc4F)cn3)c1=O)CSC2, O=C(O)C(F)(F)F. The product is O=C(O)CNC(=O)c1c(O)c2c(n(Cc3cnc(-c4ccccc4F)cn3)c1=O)CSC2. Reaction SMILES: [Cl:44][CH2:45][Cl:46].[F:1][c:2]1[c:3](-[c:8]2[n:9][cH:10][c:11]([CH2:14][n:15]3[c:16]4[c:17]([c:18]([OH:33])[c:19]([C:22](=[O:23])[NH:24][CH2:25][C:26](=[O:27])[O:28][C:29]([CH3:30])([CH3:31])[CH3:32])[c:20]3=[O:21])[CH2:34][S:35][CH2:36]4)[n:12][cH:13]2)[cH:4][cH:5][cH:6][cH:7]1.[F:37][C:38]([F:39])([F:40])[C:41]([OH:42])=[O:43]>>[F:1][c:2]1[c:3](-[c:8]2[n:9][cH:10][c:11]([CH2:14][n:15]3[c:16]4[c:17]([c:18]([OH:33])[c:19]([C:22](=[O:23])[NH:24][CH2:25][C:26](=[O:27])[OH:28])[c:20]3=[O:21])[CH2:34][S:35][CH2:36]4)[n:12][cH:13]2)[cH:4][cH:5][cH:6][cH:7]1. Starting materials: BrC=1SC=CN1 (2-bromo-thiazole), O (water), OC=1C=C(C=O)C=CC1 (3-hydroxy-benzaldehyde), C([O-])([O-])=O.[K+].[K+] (potassium carbonate). The solvent is CN(C=O)C (dimethylformamide). Run at temperature 100 celsius, time 48 hour. The product is S1C(=NC=C1)OC=1C=C(C=O)C=CC1 (3-(Thiazol-2-yloxy)benzaldehyde). Reaction SMILES: Br[C:2]1[S:3][CH:4]=[CH:5][N:6]=1.[OH:7][C:8]1[CH:9]=[C:10]([CH:13]=[CH:14][CH:15]=1)[CH:11]=[O:12].C(=O)([O-])[O-].[K+].[K+].O>CN(C)C=O>[S:3]1[CH:4]=[CH:5][N:6]=[C:2]1[O:7][C:8]1[CH:9]=[C:10]([CH:13]=[CH:14][CH:15]=1)[CH:11]=[O:12] |f:2.3.4|. Procedure details: In a sealed tube, combine 2-bromo-thiazole (2.0 ml, 22.2 mmol), 3-hydroxy-benzaldehyde (1.8 g, 15.0 mmol) and potassium carbonate (2.1 g, 15.0 mmol) in dimethylformamide (20 ml). Heat to 100° C. After 48 hours, cool, pour into water (150 ml), and extract with ether. Combine the organic layers and wash sequentially with distilled water and brine and then dry (Na2SO4), filter, and concentrate to give a residue. Chromatograph the residue eluting with 9:1 hexane:EtOAc to give the title compound. Reactants: COCCOC=1C=C2C=C(NC2=C(C1)N(S(=O)(=O)C1=NC=CC=C1)C)C(=O)O (5-(2-methoxyethoxy)-7-[methyl(pyridin-2-ylsulfonyl)amino]-1H-indole-2-carboxylic acid), C(C1=CC=CC=C1)SC1(CCOCC1)CN (1-[4-(benzylthio)tetrahydro-2H-pyran-4-yl]methanamine), N1(N=NC2=C1C=CC=C2)O (1H-1,2,3-benzotriazol-1-ol), Cl.CN(CCCN=C=NCC)C (N-[3-(dimethylamino)propyl]-N′-ethylcarbodiimide hydrochloride). The solvent is C(C)(=O)OCC (ethyl acetate), CCCCCC (hexane), CN(C=O)C (N,N-dimethylformamide). Conditions: time 18 hour. Yields the product C(C1=CC=CC=C1)SC1(CCOCC1)CNC(=O)C=1NC2=C(C=C(C=C2C1)OCCOC)N(S(=O)(=O)C1=NC=CC=C1)C (N-{[4-(benzylthio)tetrahydro-2H-pyran-4-yl]methyl}-5-(2-methoxyethoxy)-7-[methyl(pyridin-2-ylsulfonyl)amino]-1H-indole-2-carboxamide). Isolated yield 90.8%. RXN SMILES: [CH3:1][O:2][CH2:3][CH2:4][O:5][C:6]1[CH:7]=[C:8]2[C:12](=[C:13]([N:15]([CH3:25])[S:16]([C:19]3[CH:24]=[CH:23][CH:22]=[CH:21][N:20]=3)(=[O:18])=[O:17])[CH:14]=1)[NH:11][C:10]([C:26]([OH:28])=O)=[CH:9]2.[CH2:29]([S:36][C:37]1([CH2:43][NH2:44])[CH2:42][CH2:41][O:40][CH2:39][CH2:38]1)[C:30]1[CH:35]=[CH:34][CH:33]=[CH:32][CH:31]=1.N1(O)C2C=CC=CC=2N=N1.Cl.CN(C)CCCN=C=NCC>CCCCCC.C(OCC)(=O)C.CN(C)C=O>[CH2:29]([S:36][C:37]1([CH2:43][NH:44][C:26]([C:10]2[NH:11][C:12]3[C:8]([CH:9]=2)=[CH:7][C:6]([O:5][CH2:4][CH2:3][O:2][CH3:1])=[CH:14][C:13]=3[N:15]([CH3:25])[S:16]([C:19]2[CH:24]=[CH:23][CH:22]=[CH:21][N:20]=2)(=[O:17])=[O:18])=[O:28])[CH2:42][CH2:41][O:40][CH2:39][CH2:38]1)[C:30]1[CH:31]=[CH:32][CH:33]=[CH:34][CH:35]=1 |f:3.4|. Procedure: A mixture of 5-(2-methoxyethoxy)-7-[methyl(pyridin-2-ylsulfonyl)amino]-1H-indole-2-carboxylic acid (1.0 g), 1-[4-(benzylthio)tetrahydro-2H-pyran-4-yl]methanamine (0.65 g), 1H-1,2,3-benzotriazol-1-ol (0.44 g), N-[3-(dimethylamino)propyl]-N′-ethylcarbodiimide hydrochloride (0.62 g) and N,N-dimethylformamide (15 mL) was stirred at room temperature for 18 hr. The reaction solution was concentrated under reduced pressure, ethyl acetate and water were added, and the mixture was extracted with ethyl ac...